describe an organic reaction: reactants, conditions, products, and yield From a dataset of the Open Reaction Database (ORD), a public repository of structured organic reaction records. The reactants are ClC1=CC=C(C=C1)SC1=C(N(C2=CC=CC(=C12)[N+](=O)[O-])CC(=O)OCC)C ([3-(4-chlorophenylsulfanyl)-2-methyl-4-nitro-1H-indol-1-yl]acetic acid, ethyl ester), [H][H] (hydrogen), [H][H] (hydrogen). Reagents/catalysts: [Pt] (Pt/C). The solvent is C(C)(=O)OCC (ethyl acetate). Yields the product NC1=C2C(=C(N(C2=CC=C1)CC(=O)OCC)C)SC1=CC=C(C=C1)Cl ([4-amino-3-(4-chlorophenylsulfanyl)-2-methylindol-1-yl]acetic acid, ethyl ester). As a reaction SMILES: [Cl:1][C:2]1[CH:7]=[CH:6][C:5]([S:8][C:9]2[C:17]3[C:12](=[CH:13][CH:14]=[CH:15][C:16]=3[N+:18]([O-])=O)[N:11]([CH2:21][C:22]([O:24][CH2:25][CH3:26])=[O:23])[C:10]=2[CH3:27])=[CH:4][CH:3]=1.[H][H]>C(OCC)(=O)C.[Pt]>[NH2:18][C:16]1[CH:15]=[CH:14][CH:13]=[C:12]2[C:17]=1[C:9]([S:8][C:5]1[CH:6]=[CH:7][C:2]([Cl:1])=[CH:3][CH:4]=1)=[C:10]([CH3:27])[N:11]2[CH2:21][C:22]([O:24][CH2:25][CH3:26])=[O:23]. Procedure: A solution of [3-(4-chlorophenylsulfanyl)-2-methyl-4-nitro-1H-indol-1-yl]acetic acid, ethyl ester (1.99 kg, 4.92 mol) in ethyl acetate (24.2 kg) was hydrogenated in the presence of a 1% Pt/C catalyst paste (1.39 kg 44% w/w) under 4 bar A hydrogen pressure. After 2 hours hydrogen uptake had ceased so the reaction mixture was inerted then filtered through Celite (2.60 kg). The solids were washed with ethyl acetate (3×8 kg) and the combined filtrates distilled until a volume of 26 L remained to lea... Starting materials: COC(=O)Cc1cc(Br)c(Oc2ccc(OC)c([N+](=O)[O-])c2)c(Br)c1, COCCOCCO, Cl, N, O. Product: COC(=O)Cc1cc(Br)c(Oc2ccc(N)c([N+](=O)[O-])c2)c(Br)c1. RXN SMILES: [Br:1][c:2]1[cH:3][c:4]([CH2:21][C:22](=[O:23])[O:24][CH3:25])[cH:5][c:6]([Br:20])[c:7]1[O:8][c:9]1[cH:10][c:11]([N+:17](=[O:18])[O-:19])[c:12]([O:15][CH3:16])[cH:13][cH:14]1.[CH3:29][O:30][CH2:31][CH2:32][O:33][CH2:34][CH2:35][OH:36].[ClH:28].[NH3:26].[OH2:27]>>[Br:1][c:2]1[cH:3][c:4]([CH2:21][C:22](=[O:23])[O:24][CH3:25])[cH:5][c:6]([Br:20])[c:7]1[O:8][c:9]1[cH:10][c:11]([N+:17](=[O:18])[O-:19])[c:12]([NH2:26])[cH:13][cH:14]1. RXN SMILES: [F:1][C:2]1[CH:14]=[CH:13][C:5]([C:6](=[O:12])[NH:7][CH2:8][C:9]([OH:11])=O)=[CH:4][CH:3]=1.[C:15]1([CH3:33])[CH:20]=[CH:19][C:18]([CH:21]([NH2:32])[C:22]2[CH:27]=[CH:26][CH:25]=[C:24]([C:28]([F:31])([F:30])[F:29])[CH:23]=2)=[CH:17][CH:16]=1>>[F:1][C:2]1[CH:3]=[CH:4][C:5]([C:6]([NH:7][CH2:8][C:9](=[O:11])[NH:32][CH:21]([C:18]2[CH:17]=[CH:16][C:15]([CH3:33])=[CH:20][CH:19]=2)[C:22]2[CH:27]=[CH:26][CH:25]=[C:24]([C:28]([F:29])([F:30])[F:31])[CH:23]=2)=[O:12])=[CH:13][CH:14]=1. Procedure details: Prepared in analogy to example 1.1 from 4-fluoro-hippuric acid (CA [366-79-0]) and rac-C-p-tolyl-C-(3-trifluoromethyl-phenyl)-methylamine (example 4.6). Reactants: FC1=CC=C(C(NCC(=O)O)=O)C=C1 (4-fluoro-hippuric acid), C1(=CC=C(C=C1)C(C1=CC(=CC=C1)C(F)(F)F)N)C (rac-C-p-tolyl-C-(3-trifluoromethyl-phenyl)-methylamine). Product: FC1=CC=C(C(=O)NCC(NC(C2=CC(=CC=C2)C(F)(F)F)C2=CC=C(C=C2)C)=O)C=C1 (rac-4-Fluoro-N-({[p-tolyl-(3-trifluoromethyl-phenyl)-methyl]-carbamoyl}-methyl)-benzamide). Reactants: ClC1=C(C(=CC=C1)C1=CC=CC=C1)S(=O)(=O)NC(C)(C)C (2-chloro-N-(1,1-dimethylethyl)-6-phenylbenzenesulfonamide), O (water). Solvent: FC(C(=O)O)(F)F (trifluoroacetic acid). Yields the product ClC1=C(C(=CC=C1)C1=CC=CC=C1)S(=O)(=O)N (2-Chloro-6-phenylbenzenesulfonamide). Isolated yield 83.6%. RXN SMILES: [Cl:1][C:2]1[CH:7]=[CH:6][CH:5]=[C:4]([C:8]2[CH:13]=[CH:12][CH:11]=[CH:10][CH:9]=2)[C:3]=1[S:14]([NH:17]C(C)(C)C)(=[O:16])=[O:15].O>FC(F)(F)C(O)=O>[Cl:1][C:2]1[CH:7]=[CH:6][CH:5]=[C:4]([C:8]2[CH:13]=[CH:12][CH:11]=[CH:10][CH:9]=2)[C:3]=1[S:14]([NH2:17])(=[O:16])=[O:15]. Procedure: A solution of 2-chloro-N-(1,1-dimethylethyl)-6-phenylbenzenesulfonamide (23 g, 0.071 mol) in a mixture of 120 ml trifluoroacetic acid (TFA) plus 4 ml water was heated to reflux for 2 hours. The TFA was evaporated in vacuo and the residue partitioned between methylene chloride and water. The organic layer was dried (MgSO4), evaporated, and the residue crystallized from ether/methylene chloride to afford 15.9 g of crystalline solid in two crops, m.p. 185°-87°. NMR (90 MHZ, CDCl3) 6.45 (s, br, NH2)... Reactants: CCOC(C)=O, CC(C)(C)OC(=O)N1CCN(c2nc(-c3ccc(Cl)cc3Cl)cs2)CC1, Cl. The product is Clc1ccc(-c2csc(N3CCNCC3)n2)c(Cl)c1. Reaction SMILES: [CH3:28][CH2:29][O:30][C:31](=[O:32])[CH3:33].[Cl:2][c:3]1[c:4](-[c:10]2[n:11][c:12]([N:15]3[CH2:16][CH2:17][N:18]([C:21]([O:22][C:23]([CH3:24])([CH3:25])[CH3:26])=[O:27])[CH2:19][CH2:20]3)[s:13][cH:14]2)[cH:5][cH:6][c:7]([Cl:9])[cH:8]1.[ClH:1]>>[Cl:2][c:3]1[c:4](-[c:10]2[n:11][c:12]([N:15]3[CH2:16][CH2:17][NH:18][CH2:19][CH2:20]3)[s:13][cH:14]2)[cH:5][cH:6][c:7]([Cl:9])[cH:8]1. Reactants: CCCCC(CC)CO, C1CCOC1, Cc1ccc(S(=O)(=O)Oc2c(-c3ccc(S(C)(=O)=O)cc3)cnn(-c3ccc(F)cc3)c2=O)cc1, [H-], [Na+]. The product is CCCCC(CC)COc1c(-c2ccc(S(C)(=O)=O)cc2)cnn(-c2ccc(F)cc2)c1=O. As a reaction SMILES: [CH2:1]([CH3:2])[CH:3]([CH2:4][OH:5])[CH2:6][CH2:7][CH2:8][CH3:9].[CH2:47]1[O:48][CH2:49][CH2:50][CH2:51]1.[F:12][c:13]1[cH:14][cH:15][c:16](-[n:19]2[n:20][cH:21][c:22](-[c:37]3[cH:38][cH:39][c:40]([S:43](=[O:44])(=[O:45])[CH3:46])[cH:41][cH:42]3)[c:23]([O:26][S:27]([c:28]3[cH:29][cH:30][c:31]([CH3:32])[cH:33][cH:34]3)(=[O:35])=[O:36])[c:24]2=[O:25])[cH:17][cH:18]1.[H-:11].[Na+:10]>>[CH2:1]([CH3:2])[CH:3]([CH2:4][O:5][c:23]1[c:22](-[c:37]2[cH:38][cH:39][c:40]([S:43](=[O:44])(=[O:45])[CH3:46])[cH:41][cH:42]2)[cH:21][n:20][n:19](-[c:16]2[cH:15][cH:14][c:13]([F:12])[cH:18][cH:17]2)[c:24]1=[O:25])[CH2:6][CH2:7][CH2:8][CH3:9].